Dataset: the Open Reaction Database (ORD), a public repository of structured organic reaction records. Task: describe an organic reaction: reactants, conditions, products, and yield The reactants are COC(C1=C(C=C(C=C1)C(=CC(C)C)C1=CC=2C(=NC=C(C2)F)N1)F)=O (2-fluoro-4-[1-(5-fluoro-1H-pyrrolo[2,3-b]pyridin-2-yl)-3-methyl-but-1-enyl]-benzoic acid methyl ester). Reagents/catalysts: [Pd] (palladium on activated carbon). Run in CO (methanol). Conditions: temperature 50 celsius. Yields the product COC(C1=C(C=C(C=C1)C(CC(C)C)C1=CC=2C(=NC=C(C2)F)N1)F)=O (2-fluoro-4-[1-(5-fluoro-1H-pyrrolo[2,3-b]pyridin-2-yl)-3-methyl-butyl]-benzoic acid methyl ester). The yield is 99.2%. Reaction SMILES: [CH3:1][O:2][C:3](=[O:26])[C:4]1[CH:9]=[CH:8][C:7]([C:10]([C:15]2[NH:24][C:18]3=[N:19][CH:20]=[C:21]([F:23])[CH:22]=[C:17]3[CH:16]=2)=[CH:11][CH:12]([CH3:14])[CH3:13])=[CH:6][C:5]=1[F:25]>[Pd].CO>[CH3:1][O:2][C:3](=[O:26])[C:4]1[CH:9]=[CH:8][C:7]([CH:10]([C:15]2[NH:24][C:18]3=[N:19][CH:20]=[C:21]([F:23])[CH:22]=[C:17]3[CH:16]=2)[CH2:11][CH:12]([CH3:14])[CH3:13])=[CH:6][C:5]=1[F:25]. Reported procedure: A mixture of 2-fluoro-4-[1-(5-fluoro-1H-pyrrolo[2,3-b]pyridin-2-yl)-3-methyl-but-1-enyl]-benzoic acid methyl ester (660 mg, 1.85 mmol) and 10% palladium on activated carbon (198 mg) in methanol (250 mL) was heated at 50° C. under hydrogen (50 psi) for 16 h. The mixture was cooled to 25° C., the solids filtered off, washed with ethyl acetate and concentrated in vacuo. Purification by flash silica gel chromatography (silica gel from QingDao, 200-300 mesh, glass column from Shanghai SD company, 20%... Starting materials: ClC(=O)N1C2=C(NC(C3=C1C=CC=C3)=O)C=CC=C2 (5-chlorocarbonyl-5,10-dihydro-11H-dibenzo[b,e][1,4]diazepin-11-one), C(C)N(CC)CC1N(CCCC1)CCCN (3-[2-[(diethylamino)methyl]-piperidin-1-yl]propanamine), C(C)(C)OC(C)C (diisopropylether). Solvent: O (water). Product: C(C)N(CC)CC1N(CCCC1)CCCNC(=O)N1C2=C(NC(C3=C1C=CC=C3)=O)C=CC=C2 (5-[[[3-[2-[(Diethylamino)methyl]-piperidin-1-yl]propyl]amino]carbonyl]-5,10-dihydro-11H-dibenzo[b,e][1,4]diazepin-11-one). The yield is 54.0%. Reaction SMILES: Cl[C:2]([N:4]1[C:10]2[CH:11]=[CH:12][CH:13]=[CH:14][C:9]=2[C:8](=[O:15])[NH:7][C:6]2[CH:16]=[CH:17][CH:18]=[CH:19][C:5]1=2)=[O:3].[CH2:20]([N:22]([CH2:25][CH:26]1[CH2:31][CH2:30][CH2:29][CH2:28][N:27]1[CH2:32][CH2:33][CH2:34][NH2:35])[CH2:23][CH3:24])[CH3:21].C(OC(C)C)(C)C>O>[CH2:20]([N:22]([CH2:25][CH:26]1[CH2:31][CH2:30][CH2:29][CH2:28][N:27]1[CH2:32][CH2:33][CH2:34][NH:35][C:2]([N:4]1[C:10]2[CH:11]=[CH:12][CH:13]=[CH:14][C:9]=2[C:8](=[O:15])[NH:7][C:6]2[CH:16]=[CH:17][CH:18]=[CH:19][C:5]1=2)=[O:3])[CH2:23][CH3:24])[CH3:21]. Procedure details: Prepared analogously to Example 2 from 5-chlorocarbonyl-5,10-dihydro-11H-dibenzo[b,e][1,4]diazepin-11-one and 3-[2-[(diethylamino)methyl]-piperidin-1-yl]propanamine in a yield of 54% of theory, m.p. 148.0°-149.5° C. (diisopropylether). Soluble in water. Starting materials: BrC1=CC=C2C(C(=O)OC(N2)=O)=C1 (5-bromoisatoic acid anhydride), N(C)CC(=O)O (sarcosine), ice water. Reaction SMILES: [Br:1][C:2]1[CH:13]=[C:6]2[C:7]([O:9][C:10](=O)[NH:11][C:5]2=[CH:4][CH:3]=1)=[O:8].[NH:14]([CH2:16]C(O)=O)[CH3:15]>CS(C)=O>[Br:1][C:2]1[CH:3]=[CH:4][C:5]2[NH:11][C:10](=[O:9])[CH2:15][N:14]([CH3:16])[C:7](=[O:8])[C:6]=2[CH:13]=1. The solvent is CS(=O)C (dimethyl sulphoxide). The product is BrC=1C=CC2=C(C(N(CC(N2)=O)C)=O)C1 (7-bromo-3,4-dihydro-4-methyl-2H-1,4-benzodiazepine-2,5(1H)-dione). Procedure: A mixture of 39.5 g of 5-bromoisatoic acid anhydride, 14.5 g of sarcosine and 150 ml of dimethyl sulphoxide is heated to 100° while stirring. After completion of the gas evolution, the mixture is stirred at 100° for a further 30 minutes and subsequently poured into 900 ml of ice-water. The precipitated crystals are filtered off under suction, washed with water and dried at 50° in vacuo over phosphorus pentoxide. There is obtained 7-bromo-3,4-dihydro-4-methyl-2H-1,4-benzodiazepine-2,5(1H)-dione a... The reactants are C1(=CC=CC=C1)OCC (phenetole), C(C)OC1=CC=CCC1 (1-ethoxy-1,3-cyclohexadiene). The solvent is CCOCC (ether). The product is C(C)OC1=CCC=CC1 (1-Ethoxy-1, 4-cyclohexadiene). RXN SMILES: [C:1]1([O:7][CH2:8][CH3:9])[CH:6]=[CH:5][CH:4]=[CH:3][CH:2]=1.C(OC1CCC=CC=1)C>CCOCC>[CH2:8]([O:7][C:1]1[CH2:6][CH:5]=[CH:4][CH2:3][CH:2]=1)[CH3:9]. Reported procedure: A solution of 59.5 g. of phenetole (ethyl phenyl ether) in 200 ml. of dry ether and 800 ml. of liquid ammonia which was distilled from sodium was placed in a 2 1. three necked flask fitted with a mechanical agitator, dry ice condenser and dropping funnel and cooled with a dry ice - ethyl alcohol bath. To this mixture was added 14.1 g. of lithium wire in small pieces. After the addition was complete, absolute ethyl alcohol (about 400 ml.) was added until the blue color disappeared. The resulting ... Reactants: C1CCOC1, CCOC=O, N#CCc1cccnc1Cl, [H-], [Na+]. The product is N#CC(C=O)c1cccnc1Cl. As a reaction SMILES: [CH2:18]1[O:19][CH2:20][CH2:21][CH2:22]1.[CH:13](=[O:14])[O:15][CH2:16][CH3:17].[Cl:1][c:2]1[n:3][cH:4][cH:5][cH:6][c:7]1[CH2:8][C:9]#[N:10].[H-:11].[Na+:12]>>[Cl:1][c:2]1[n:3][cH:4][cH:5][cH:6][c:7]1[CH:8]([C:9]#[N:10])[CH:13]=[O:14]. Yields the product N1C=NC2=C1C=CC(=C2)N2C(NCC2C2=CC(=CC=C2)C2=CC=CC=C2)=O (1-(1H-benzo[d]imidazol-5-yl)-5-(3-phenylphenyl)imidazolidin-2-one). Procedure details: The compound was synthesized starting from 5-aminobenzimidazole (526 mg, 3.95 mmol), biphenyl-3-carbaldehyde (600 mg, 3.29 mmol), TMSCN (654 mg, 6.59 mmol), 10% PdC (100 mg), TEA (1.5 mL, 11 mmol), di-(imidazol-1-yl)methanone (475 mg, 1.03 mmol) as described in method 2. The reactants are NC1=CC2=C(N=CN2)C=C1 (5-aminobenzimidazole), PdC, TEA, C1(=CC(=CC=C1)C=O)C1=CC=CC=C1 (biphenyl-3-carbaldehyde), [Si](C)(C)(C)C#N (TMSCN), N1(C=NC=C1)C(=O)N1C=NC=C1 (di-(imidazol-1-yl)methanone). RXN SMILES: [NH2:1][C:2]1[CH:10]=[CH:9][C:5]2[N:6]=[CH:7][NH:8][C:4]=2[CH:3]=1.[C:11]1([C:19]2[CH:24]=[CH:23][CH:22]=[CH:21][CH:20]=2)[CH:16]=[CH:15][CH:14]=[C:13]([CH:17]=O)[CH:12]=1.[Si](C#N)(C)(C)C.[N:31]1([C:36](N2C=CN=C2)=[O:37])C=CN=[CH:32]1>>[NH:6]1[C:5]2[CH:9]=[CH:10][C:2]([N:1]3[CH:17]([C:13]4[CH:14]=[CH:15][CH:16]=[C:11]([C:19]5[CH:24]=[CH:23][CH:22]=[CH:21][CH:20]=5)[CH:12]=4)[CH2:32][NH:31][C:36]3=[O:37])=[CH:3][C:4]=2[N:8]=[CH:7]1. Starting materials: C(C1=CC=CC=C1)N(C1(COC1)CNC1=CC(=NC2=CC=C(C=C12)C)N1CCS(C2=C(C1)C=CC(=C2)OC2=CC=CC=C2)(=O)=O)CC2=CC=CC=C2 (N-{[3-(dibenzylamino)oxetan-3-yl]methyl}-2-(1,1-dioxido-8-phenoxy-2,3-dihydro-1,4-benzothiazepin-4(5H)-yl)-6-methylquinolin-4-amine), FC(C(=O)O)(F)F (trifluoroacetic acid). The reagents and catalysts are [OH-].[OH-].[Pd+2] (palladium hydroxide on carbon). The solvent is CO (methanol). Reaction conditions: time 14 hour. Yields the product NC1(COC1)CNC1=CC(=NC2=CC=C(C=C12)C)N1CCS(C2=C(C1)C=CC(=C2)OC2=CC=CC=C2)(=O)=O (N-[(3-Aminooxetan-3-yl)methyl]-2-(1,1-dioxido-8-phenoxy-2,3-dihydro-1,4-benzothiazepin-4(5H)-yl)-6-methylquinolin-4-amine). Yield: 15.2%. Reaction SMILES: C([N:8](CC1C=CC=CC=1)[C:9]1([CH2:13][NH:14][C:15]2[C:24]3[C:19](=[CH:20][CH:21]=[C:22]([CH3:25])[CH:23]=3)[N:18]=[C:17]([N:26]3[CH2:32][C:31]4[CH:33]=[CH:34][C:35]([O:37][C:38]5[CH:43]=[CH:42][CH:41]=[CH:40][CH:39]=5)=[CH:36][C:30]=4[S:29](=[O:45])(=[O:44])[CH2:28][CH2:27]3)[CH:16]=2)[CH2:12][O:11][CH2:10]1)C1C=CC=CC=1.FC(F)(F)C(O)=O>CO.[OH-].[OH-].[Pd+2]>[NH2:8][C:9]1([CH2:13][NH:14][C:15]2[C:24]3[C:19](=[CH:20][CH:21]=[C:22]([CH3:25])[CH:23]=3)[N:18]=[C:17]([N:26]3[CH2:32][C:31]4[CH:33]=[CH:34][C:35]([O:37][C:38]5[CH:43]=[CH:42][CH:41]=[CH:40][CH:39]=5)=[CH:36][C:30]=4[S:29](=[O:44])(=[O:45])[CH2:28][CH2:27]3)[CH:16]=2)[CH2:12][O:11][CH2:10]1 |f:3.4.5|. Procedure details: A mixture of N-{[3-(dibenzylamino)oxetan-3-yl]methyl}-2-(1,1-dioxido-8-phenoxy-2,3-dihydro-1,4-benzothiazepin-4(5H)-yl)-6-methylquinolin-4-amine (90 mg, 0.13 mmol), palladium hydroxide on carbon (40 mg) and trifluoroacetic acid (0.1 mL) in methanol (30.0 mL) was stirred at room temperature under hydrogen (2 bar) for 14 hours. Then the reaction mixture was filtered and concentrated in vacuo. The residue was purified by preparative HPLC to afford 10.5 mg of the desired product as a white solid (yi... The reactants are O.C1(=CC=C(C=C1)S(=O)(=O)O)C (para-toluenesulfonic acid monohydrate), ClC=1C=CC2=C(NC=3N(N=CC3CN2C(=O)C2=CC(=C(CNC(=O)C3CC3)C=C2)F)C)C1 (cyclopropanecarboxylic acid 4-(6-chloro-3-methyl-4,10-dihydro-3H-2,3,4,9-tetraazabenzo[f]azulene-9-carbonyl)-2-fluoro-benzylamide), C(C)#N (Acetonitrile), C(C)(=O)OCC (ethyl acetate). The solvent is C(C(C)C)O (iso-butanol), C1(=CC=CC=C1)C.C(C(C)C)O (toluene iso-butanol). The product is C1(=CC=C(C=C1)S(=O)(=O)O)C.ClC=1C=CC2=C(NC=3N(N=CC3CN2C(=O)C2=CC(=C(CNC(=O)C3CC3)C=C2)F)C)C1 (Cyclopropanecarboxylic acid 4-(6-chloro-3-methyl-4,10-dihydro-3H-2,3,4,9-tetraazabenzo[f]azulene-9-carbonyl)-2-fluoro-benzylamide para-toluenesulphonate). As a reaction SMILES: O.[C:2]1([CH3:12])[CH:7]=[CH:6][C:5]([S:8]([OH:11])(=[O:10])=[O:9])=[CH:4][CH:3]=1.[Cl:13][C:14]1[CH:15]=[CH:16][C:17]2[N:26]([C:27]([C:29]3[CH:41]=[CH:40][C:32]([CH2:33][NH:34][C:35]([CH:37]4[CH2:39][CH2:38]4)=[O:36])=[C:31]([F:42])[CH:30]=3)=[O:28])[CH2:25][C:24]3[CH:23]=[N:22][N:21]([CH3:43])[C:20]=3[NH:19][C:18]=2[CH:44]=1.C(#N)C.C(OCC)(=O)C>C(O)C(C)C.C1(C)C=CC=CC=1.C(O)C(C)C>[C:2]1([CH3:12])[CH:3]=[CH:4][C:5]([S:8]([OH:11])(=[O:9])=[O:10])=[CH:6][CH:7]=1.[Cl:13][C:14]1[CH:15]=[CH:16][C:17]2[N:26]([C:27]([C:29]3[CH:41]=[CH:40][C:32]([CH2:33][NH:34][C:35]([CH:37]4[CH2:38][CH2:39]4)=[O:36])=[C:31]([F:42])[CH:30]=3)=[O:28])[CH2:25][C:24]3[CH:23]=[N:22][N:21]([CH3:43])[C:20]=3[NH:19][C:18]=2[CH:44]=1 |f:0.1,6.7,8.9|. Reported procedure: A solution of para-toluenesulfonic acid monohydrate in iso-butanol was added to a solution of cyclopropanecarboxylic acid 4-(6-chloro-3-methyl-4,10-dihydro-3H-2,3,4,9-tetraazabenzo[f]azulene-9-carbonyl)-2-fluoro-benzylamide in toluene/iso-butanol. Acetonitrile and ethyl acetate were added. The solution was allowed to cool and seeded with crystals of the title compound (as prepared herein above). After further cooling and stirring, the product was isolated by filtration, washed with ethyl acetate... The reactants are C(C)C(C(O)C1=CC=NN1S(=O)(=O)C1=CC=C(C=C1)C)CC (2-ethyl-1-{1-[(4-methylphenyl)sulfonyl]-1H-pyrazol-5-yl}butan-1-ol), C1(=CC=CC=C1)P(C1=CC=CC=C1)C1=CC=CC=C1 (triphenylphosphine), N(=NC(=O)OCC)C(=O)OCC (diethyl azodicarboxylate), C1(=CC=CC=C1)P(=O)(C1=CC=CC=C1)N=[N+]=[N-] (diphenylphosphoryl azide). The solvent is C1CCOC1 (THF). Reaction conditions: time 20 hour. The product is N(=[N+]=[N-])C(C(CC)CC)C1=CC=NN1S(=O)(=O)C1=CC=C(C=C1)C (5-(1-azido-2-ethylbutyl)-1-[(4-methylphenyl)sulfonyl]-1H-pyrazole). Yield: 96.2%. As a reaction SMILES: [CH2:1]([CH:3]([CH2:21][CH3:22])[CH:4]([C:6]1[N:10]([S:11]([C:14]2[CH:19]=[CH:18][C:17]([CH3:20])=[CH:16][CH:15]=2)(=[O:13])=[O:12])[N:9]=[CH:8][CH:7]=1)O)[CH3:2].C1(P(C2C=CC=CC=2)C2C=CC=CC=2)C=CC=CC=1.N(C(OCC)=O)=NC(OCC)=O.C1(P([N:68]=[N+:69]=[N-:70])(C2C=CC=CC=2)=O)C=CC=CC=1>C1COCC1>[N:68]([CH:4]([C:6]1[N:10]([S:11]([C:14]2[CH:19]=[CH:18][C:17]([CH3:20])=[CH:16][CH:15]=2)(=[O:13])=[O:12])[N:9]=[CH:8][CH:7]=1)[CH:3]([CH2:21][CH3:22])[CH2:1][CH3:2])=[N+:69]=[N-:70]. Procedure details: To 2-ethyl-1-{1-[(4-methylphenyl)sulfonyl]-1H-pyrazol-5-yl}butan-1-ol (0.250 g, 0.778 mmol) in THF (10 mL) at 0° C. was added triphenylphosphine (0.307 g, 1.17 mmol), diethyl azodicarboxylate (0.18 mL, 1.2 mmol), and diphenylphosphoryl azide (0.25 mL, 1.2 mmol). The reaction mixture was warmed to room temperature and stirred for 20 h. The solvent was removed in vacuo and the resulting residue was purified by column chromatography (EtOAc/hexanes, 15:85) to give 0.260 g (97%) of 5-(1-azido-2-ethyl...